This data is from the Open Reaction Database (ORD), a public repository of structured organic reaction records. The task is: describe an organic reaction: reactants, conditions, products, and yield Starting materials: C(CC1=CC=CC=C1)SC=1C=C(NC1)C(=O)OC (methyl 4-(phenethylthio)-1H-pyrrole-2-carboxylate), [OH-].[K+] (KOH), Cl (HCl). The solvent is CO (MeOH), O (H2O), O (H2O). Reaction conditions: temperature 0 celsius. Yields the product C(CC1=CC=CC=C1)SC=1C=C(NC1)C(=O)O (4-(phenethylthio)-1H-pyrrole-2-carboxylic acid). Isolated yield 36.8%. As a reaction SMILES: [CH2:1]([S:9][C:10]1[CH:11]=[C:12]([C:15]([O:17]C)=[O:16])[NH:13][CH:14]=1)[CH2:2][C:3]1[CH:8]=[CH:7][CH:6]=[CH:5][CH:4]=1.[OH-].[K+].Cl>CO.O>[CH2:1]([S:9][C:10]1[CH:11]=[C:12]([C:15]([OH:17])=[O:16])[NH:13][CH:14]=1)[CH2:2][C:3]1[CH:4]=[CH:5][CH:6]=[CH:7][CH:8]=1 |f:1.2|. Procedure details: A solution of methyl 4-(phenethylthio)-1H-pyrrole-2-carboxylate (233 mg, 0.890 mmol) and KOH (250 mg, 4.46 mmol) in MeOH (1.2 mL) and H2O (0.6 mL) was stirred at 60° C. for 1.5 h, cooled to 0° C., acidified with concentrated HCl and diluted with H2O. The solid precipitate was filtered, washed with H2O and air dried under vacuum to afford the title compound (81.0 mg) as a colorless solid that was used in the next step without purification: 1H NMR (400 MHz, CDCl3) δ 2.84-2.90 (m, 2H), 2.91-2.98 (m... Reactants: CCOC(=O)C=CCCc1cncn1Cc1ccc(C#N)cc1, CC(C)(C)[O-], Cl, [K+], C1CCOC1. Yields the product CCOC(=O)CC1CCc2cncn2C1c1ccc(C#N)cc1. As a reaction SMILES: [C:1](#[N:2])[c:3]1[cH:4][cH:5][c:6]([CH2:7][n:8]2[cH:9][n:10][cH:11][c:12]2[CH2:13][CH2:14][CH:15]=[CH:16][C:17](=[O:18])[O:19][CH2:20][CH3:21])[cH:22][cH:23]1.[CH3:24][C:25]([CH3:26])([O-:27])[CH3:28].[ClH:30].[K+:29].[O:31]1[CH2:32][CH2:33][CH2:34][CH2:35]1>>[C:1](#[N:2])[c:3]1[cH:4][cH:5][c:6]([CH:7]2[n:8]3[cH:9][n:10][cH:11][c:12]3[CH2:13][CH2:14][CH:15]2[CH2:16][C:17](=[O:18])[O:19][CH2:20][CH3:21])[cH:22][cH:23]1. The reactants are CN1C(NCC1)=O (1-methyl-2-imidazolidinone), BrC=1C=CC(=NC1)C(=O)N1CCN(CC1)C1=NC=C(C=C1C1CC1)C1CC1 ((5-bromopyridin-2-yl)[4-(3,5-dicyclopropylpyridin-2-yl)piperazin-1-yl]methanone). Product: C1(CC1)C=1C(=NC=C(C1)C1CC1)N1CCN(CC1)C(=O)C1=CC=C(C=N1)N1C(N(CC1)C)=O (1-{6-[4-(3,5-dicyclopropylpyridin-2-yl)piperazine-1-carbonyl]pyridin-3-yl}-3-methylimidazolidin-2-one). Isolated yield 34.6%. As a reaction SMILES: [CH3:1][N:2]1[CH2:6][CH2:5][NH:4][C:3]1=[O:7].Br[C:9]1[CH:10]=[CH:11][C:12]([C:15]([N:17]2[CH2:22][CH2:21][N:20]([C:23]3[C:28]([CH:29]4[CH2:31][CH2:30]4)=[CH:27][C:26]([CH:32]4[CH2:34][CH2:33]4)=[CH:25][N:24]=3)[CH2:19][CH2:18]2)=[O:16])=[N:13][CH:14]=1>>[CH:29]1([C:28]2[C:23]([N:20]3[CH2:21][CH2:22][N:17]([C:15]([C:12]4[N:13]=[CH:14][C:9]([N:4]5[CH2:5][CH2:6][N:2]([CH3:1])[C:3]5=[O:7])=[CH:10][CH:11]=4)=[O:16])[CH2:18][CH2:19]3)=[N:24][CH:25]=[C:26]([CH:32]3[CH2:34][CH2:33]3)[CH:27]=2)[CH2:31][CH2:30]1. Procedure: Using 1-methyl-2-imidazolidinone (181 mg) and (5-bromopyridin-2-yl)[4-(3,5-dicyclopropylpyridin-2-yl)piperazin-1-yl]methanone (700 mg) described in Preparation Example 142 and by the reaction and treatment in the same manner as in Example 1, the title compound (253 mg) was obtained. Starting materials: CC(C)(C)OC(=O)N1CCC(N)CC1, CCOC(=O)C(C)(C)Oc1cccc(C(=O)O)c1, CN1CCOCC1, CC#N, COc1nc(Cl)nc(OC)n1. Product: CCOC(=O)C(C)(C)Oc1cccc(C(=O)NC2CCN(C(=O)OC(C)(C)C)CC2)c1. RXN SMILES: [C:37]([CH3:38])([CH3:39])([CH3:40])[O:41][C:42](=[O:43])[N:44]1[CH2:45][CH2:46][CH:47]([NH2:50])[CH2:48][CH2:49]1.[CH2:1]([CH3:2])[O:3][C:4](=[O:5])[C:6]([CH3:7])([O:8][c:9]1[cH:10][c:11]([C:12](=[O:13])[OH:14])[cH:15][cH:16][cH:17]1)[CH3:18].[CH3:30][N:31]1[CH2:32][CH2:33][O:34][CH2:35][CH2:36]1.[CH3:51][C:52]#[N:53].[Cl:19][c:20]1[n:21][c:22]([O:23][CH3:24])[n:25][c:26]([O:27][CH3:28])[n:29]1>>[CH2:1]([CH3:2])[O:3][C:4](=[O:5])[C:6]([CH3:7])([O:8][c:9]1[cH:10][c:11]([C:12](=[O:14])[NH:50][CH:47]2[CH2:46][CH2:45][N:44]([C:42]([O:41][C:37]([CH3:38])([CH3:39])[CH3:40])=[O:43])[CH2:49][CH2:48]2)[cH:15][cH:16][cH:17]1)[CH3:18]. The reactants are ketone, O (water), [O-]S(=O)(=S)[O-].[Na+].[Na+] (Na2S2O3), C12C(C3CC(CC(C1)C3)C2)=C2C3CC1CC(CC2C1)C3 (adamantylideneadamantane), BrN1C(CCC1=O)=O (N-bromosuccinimide), ( XII ). The solvent is C(Cl)Cl (CH2Cl2), C(Cl)Cl (CH2Cl2). Reaction conditions: time 12 hour. Product: BrC1C2C(C3CC(CC1C3)C2)=C2C3CC1CC(CC2C1)C3 (4-Bromoadamantylideneadamantane). Reaction SMILES: [CH:1]12[CH2:10][CH:5]3[CH2:6][CH:7]([CH2:9][CH:3]([CH2:4]3)[C:2]1=[C:11]1[CH:18]3[CH2:19][CH:14]4[CH2:15][CH:16]([CH2:20][CH:12]1[CH2:13]4)[CH2:17]3)[CH2:8]2.[Br:21]N1C(=O)CCC1=O.O.[O-]S([O-])(=S)=O.[Na+].[Na+]>C(Cl)Cl>[Br:21][CH:10]1[CH:5]2[CH2:4][CH:3]3[CH2:9][CH:7]([CH2:8][CH:1]1[C:2]3=[C:11]1[CH:12]3[CH2:20][CH:16]4[CH2:15][CH:14]([CH2:19][CH:18]1[CH2:17]4)[CH2:13]3)[CH2:6]2 |f:3.4.5|. Procedure: High selectivity for ketone introduction adjacent to double bonds can also be accomplished by selective bromination as shown in this example. 4-Bromoadamantylideneadamantane is prepared as follows. To a solution of 3 mmol (804 mg) of adamantylideneadamantane (X) in 40 ml of CH2Cl2 is added 6.6 mmol (1.175 g) of N-bromosuccinimide. The reaction mixture is refluxed and stirred for 12 hr. The reaction mixture is diluted with CH2Cl2 and ished twice with water and a saturated Na2S2O3 solution. The or... Conditions: time 8 hour. Product: ClC1=C(C=C(C=C1)OC1=C(C=C(C=C1)CCO)F)C(F)(F)F (2-(4-{[4-Chloro-3-(trifluoromethyl)phenyl]oxy}-3-fluorophenyl)ethanol). Run in C1CCOC1 (THF). Isolated yield 95.1%. Procedure: To a solution of 4-chloro-3-(trifluoromethyl)phenyl 4-ethenyl-2-fluorophenyl ether (4.0 g, 12.63 mmol) in THF (13 mL) was added dropwise 9-BBN (50.5 mL, 25.3 mmol) at 0° C. The reaction mixture was stirred at room temperature for overnight, then mixed with NaOH (25.3 mL, 76 mmol) and H2O2 (7.74 mL, 76 mmol). The mixture was stirred at 55° C. for 4 h, quenched by Na2SO3, and extracted with EA (100 mL×3). Organic phases were collected, combined, dried with anhydrous Na2SO4, and concentrated to pro... Starting materials: C(=C)C1=CC(=C(C=C1)OC1=CC(=C(C=C1)Cl)C(F)(F)F)F (4-chloro-3-(trifluoromethyl)phenyl 4-ethenyl-2-fluorophenyl ether), B1C2CCCC1CCC2 (9-BBN), [OH-].[Na+] (NaOH), OO (H2O2). As a reaction SMILES: [CH:1]([C:3]1[CH:8]=[CH:7][C:6]([O:9][C:10]2[CH:15]=[CH:14][C:13]([Cl:16])=[C:12]([C:17]([F:20])([F:19])[F:18])[CH:11]=2)=[C:5]([F:21])[CH:4]=1)=[CH2:2].B1C2CCCC1CCC2.[OH-:31].[Na+].OO>C1COCC1>[Cl:16][C:13]1[CH:14]=[CH:15][C:10]([O:9][C:6]2[CH:7]=[CH:8][C:3]([CH2:1][CH2:2][OH:31])=[CH:4][C:5]=2[F:21])=[CH:11][C:12]=1[C:17]([F:20])([F:18])[F:19] |f:2.3|. Starting materials: CCO, N#Cc1c(Cl)c([N+](=O)[O-])cc2[nH]c(=O)c(=O)[nH]c12, O, O, Cl[Sn]Cl. Yields the product N#Cc1c(Cl)c(N)cc2[nH]c(=O)c(=O)[nH]c12. RXN SMILES: [CH3:24][CH2:25][OH:26].[Cl:1][c:2]1[c:3]([C:17]#[N:18])[c:4]2[nH:5][c:6](=[O:16])[c:7](=[O:15])[nH:8][c:9]2[cH:10][c:11]1[N+:12]([O-:13])=[O:14].[OH2:19].[OH2:20].[Sn:21]([Cl:22])[Cl:23]>>[Cl:1][c:2]1[c:3]([C:17]#[N:18])[c:4]2[nH:5][c:6](=[O:16])[c:7](=[O:15])[nH:8][c:9]2[cH:10][c:11]1[NH2:12].